From a dataset of the Open Reaction Database (ORD), a public repository of structured organic reaction records. describe an organic reaction: reactants, conditions, products, and yield Starting materials: N1C(=O)NC(=O)C1 (hydantoin), S(=O)(=O)(Cl)Cl (sulfuryl chloride), C1(=CC=CC=C1)O (phenol). Reagents/catalysts: CC(C)(C#N)N=NC(C)(C)C#N (azobisiso-butylonitrile). Run in O1CCOCC1 (dioxane). Reaction conditions: temperature 90 celsius, time 5 hour. The product is OC1=CC=C(C=C1)C1C(NC(N1)=O)=O (5-(p-hydroxyphenyl)hydantoin). Yield: 5.3%. As a reaction SMILES: [NH:1]1[CH2:7][C:5](=[O:6])[NH:4][C:2]1=[O:3].S(Cl)(Cl)(=O)=O.[C:13]1([OH:19])[CH:18]=[CH:17][CH:16]=[CH:15][CH:14]=1>CC(N=NC(C#N)(C)C)(C#N)C.O1CCOCC1>[OH:19][C:13]1[CH:18]=[CH:17][C:16]([CH:7]2[NH:1][C:2](=[O:3])[NH:4][C:5]2=[O:6])=[CH:15][CH:14]=1. Procedure: 4.0 g (40 mmol) of hydantoin, 50 ml of dioxane, 5.4 g (40 mmol) of sulfuryl chloride, and 0.01 g of azobisiso-butylonitrile were mixed. The reaction mixture was then stirred at a temperature of 90° C. for 5 hours. The reaction system was then allowed to cool to room temperature. To the reaction system was then added 7.6 g (80 mmol) of phenol. The reaction mixture was then allowed to undergo reaction at a temperature of 80° C. for 5 hours. The resulting precipitate was recovered by filtration, wa... Reactants: ClC=1C(=CC(=C(C(=O)OC(C)(C)C)C1)F)OC=1C=NC(=C(C1)Cl)C1CC1 (tert-butyl 5-chloro-4-[(5-chloro-6-cyclopropylpyridin-3-yl)oxy]-2-fluorobenzoate), FC(C(=O)O)(F)F (trifluoroacetic acid). Solvent: ClCCl (dichloromethane). Run at temperature 45 celsius, time 2.5 hour. Product: ClC=1C(=CC(=C(C(=O)O)C1)F)OC=1C=NC(=C(C1)Cl)C1CC1 (5-chloro-4-[(5-chloro-6-cyclopropylpyridin-3-yl)oxy]-2-fluorobenzoic acid). The yield is 97.0%. As a reaction SMILES: [Cl:1][C:2]1[C:3]([O:16][C:17]2[CH:18]=[N:19][C:20]([CH:24]3[CH2:26][CH2:25]3)=[C:21]([Cl:23])[CH:22]=2)=[CH:4][C:5]([F:15])=[C:6]([CH:14]=1)[C:7]([O:9]C(C)(C)C)=[O:8].FC(F)(F)C(O)=O>ClCCl>[Cl:1][C:2]1[C:3]([O:16][C:17]2[CH:18]=[N:19][C:20]([CH:24]3[CH2:25][CH2:26]3)=[C:21]([Cl:23])[CH:22]=2)=[CH:4][C:5]([F:15])=[C:6]([CH:14]=1)[C:7]([OH:9])=[O:8]. Procedure details: To a solution of tert-butyl 5-chloro-4-[(5-chloro-6-cyclopropylpyridin-3-yl)oxy]-2-fluorobenzoate (Preparation 264, 54.0 g, 135.59 mmol) in dichloromethane (270 mL) was added trifluoroacetic acid (30.76 mL, 406.77 mmol). The resulting solution was heated at 45° C. for 24 hours and concentrated under reduced pressure at 45° C. tert Butyl methyl ether (100 mL) was added to the residue and the resulting slurry stirred at room temperature for 2.5 hours, filtered, washed with tert butyl methyl ether ... The reactants are C[Mg+], Cc1cnc(Cl)nc1Cl, [I-], O, c1ccc2[nH]ccc2c1. Yields the product Cc1cnc(Cl)nc1-c1c[nH]c2ccccc12. Reaction SMILES: [CH3:2][Mg+:3].[Cl:13][c:14]1[n:15][cH:16][c:17]([CH3:21])[c:18]([Cl:20])[n:19]1.[I-:1].[OH2:22].[cH:4]1[cH:5][cH:6][c:7]2[nH:8][cH:9][cH:10][c:11]2[cH:12]1>>[cH:4]1[cH:5][cH:6][c:7]2[nH:8][cH:9][c:10](-[c:18]3[c:17]([CH3:21])[cH:16][n:15][c:14]([Cl:13])[n:19]3)[c:11]2[cH:12]1. Reaction conditions: time 5 hour. The product is NC=1C=C(C=CC1)CC(=O)N1CCC1 (2-(3-Aminophenyl)-1-(azetidin-1-yl)ethanone). Reagents/catalysts: [Pd] (Pd—C). As a reaction SMILES: [N:1]1([C:5](=[O:16])[CH2:6][C:7]2[CH:12]=[CH:11][CH:10]=[C:9]([N+:13]([O-])=O)[CH:8]=2)[CH2:4][CH2:3][CH2:2]1>CO.[Pd]>[NH2:13][C:9]1[CH:8]=[C:7]([CH2:6][C:5]([N:1]2[CH2:4][CH2:3][CH2:2]2)=[O:16])[CH:12]=[CH:11][CH:10]=1. Isolated yield 78.7%. Reactants: N1(CCC1)C(CC1=CC(=CC=C1)[N+](=O)[O-])=O (1-(Azetidin-1-yl)-2-(3-nitrophenyl)ethanone). Reported procedure: 1-(Azetidin-1-yl)-2-(3-nitrophenyl)ethanone (0.5 g, 2.27 mmol) was taken in methanol (20 ml) and at 0° C., Pd—C (10%, 0.05 g) was added. The reaction mixture was stirred under hydrogen atmosphere at room temperature for 5 hrs. The reaction mixture was filtered through celite and the filtrate was concentrated under vacuum to afford the title product (0.34 gm). Solvent: CO (methanol). The reactants are Fc1cc(Br)cc(F)c1Cl, C1CCOC1, CC(C)[Mg+], [Cl-], [Cl-], COC(=O)C(F)(F)F, [Li+]. Product: O=C(c1cc(F)c(Cl)c(F)c1)C(F)(F)F. RXN SMILES: [Br:1][c:2]1[cH:3][c:4]([F:10])[c:5]([Cl:9])[c:6]([F:8])[cH:7]1.[CH2:26]1[O:27][CH2:28][CH2:29][CH2:30]1.[CH:12]([Mg+:13])([CH3:14])[CH3:15].[Cl-:11].[Cl-:16].[F:18][C:19]([C:20](=[O:21])[O:22][CH3:23])([F:24])[F:25].[Li+:17]>>[c:2]1([C:20]([C:19]([F:18])([F:24])[F:25])=[O:21])[cH:3][c:4]([F:10])[c:5]([Cl:9])[c:6]([F:8])[cH:7]1. Reactants: C1=CC=CCC1 (1,3-cyclohexadiene), C1=CC=C(C=C1)/C=C/[N+](=O)[O-] (ω-nitrostyrene), C1(O)=CC=C(O)C=C1 (hydroquinone). The solvent is CC=1C=CC=CC1C (o-xylene). Yields the product [N+](=O)([O-])C1C2C=CC(C1C1=CC=CC=C1)CC2 (2-Nitro-3-phenyl-bicyclo[2.2.2]-oct-5-ene). As a reaction SMILES: [CH:1]1[CH2:6][CH2:5][CH:4]=[CH:3][CH:2]=1.[CH:7]1[CH:12]=[CH:11][C:10](/[CH:13]=[CH:14]/[N+:15]([O-:17])=[O:16])=[CH:9][CH:8]=1.C1(C=CC(O)=CC=1)O>CC1C=CC=CC=1C>[N+:15]([CH:14]1[CH:13]([C:1]2[CH:6]=[CH:5][CH:4]=[CH:3][CH:2]=2)[CH:10]2[CH2:9][CH2:8][CH:7]1[CH:12]=[CH:11]2)([O-:17])=[O:16]. Procedure details: 45.1 g of 1,3-cyclohexadiene (EMKA), 41.9 g of ω-nitrostyrene, 60 g of o-xylene and 1 pinch of hydroquinone are treated in an autoclave at 200° C. and under a nitrogen pressure of 60 bar for 24 hours. The solvent is stripped off and the residue is distilled under a high vacuum. Boiling point 0.05 =120°-160° C. The reactants are O=C([O-])[O-], O=C(c1ccc(F)c(F)c1Nc1ccc(I)cc1F)N1CC(O)(C2CN(S(=O)(=O)c3ccccc3[N+](=O)[O-])CCN2)C1, [K+], [K+], CN(C)C=O, Sc1ccccc1. Yields the product O=C(c1ccc(F)c(F)c1Nc1ccc(I)cc1F)N1CC(O)(C2CNCCN2)C1. RXN SMILES: [C:43](=[O:44])([O-:45])[O-:46].[F:1][c:2]1[c:3]([NH:34][c:35]2[c:36]([F:42])[cH:37][c:38]([I:41])[cH:39][cH:40]2)[c:4]([C:9](=[O:10])[N:11]2[CH2:12][C:13]([OH:15])([CH:16]3[NH:17][CH2:18][CH2:19][N:20]([S:22]([c:23]4[cH:24][cH:25][cH:26][cH:27][c:28]4[N+:29]([O-:30])=[O:31])(=[O:32])=[O:33])[CH2:21]3)[CH2:14]2)[cH:5][cH:6][c:7]1[F:8].[K+:47].[K+:48].[O:56]=[CH:57][N:58]([CH3:59])[CH3:60].[SH:49][c:50]1[cH:51][cH:52][cH:53][cH:54][cH:55]1>>[F:1][c:2]1[c:3]([NH:34][c:35]2[c:36]([F:42])[cH:37][c:38]([I:41])[cH:39][cH:40]2)[c:4]([C:9](=[O:10])[N:11]2[CH2:12][C:13]([OH:15])([CH:16]3[NH:17][CH2:18][CH2:19][NH:20][CH2:21]3)[CH2:14]2)[cH:5][cH:6][c:7]1[F:8]. Starting materials: Cc1nccn1C, CC#N, COC(C)(C)C, O=C(CCl)N1CCCC1. Reaction SMILES: [CH3:10][n:11]1[c:12]([CH3:16])[n:13][cH:14][cH:15]1.[CH3:17][C:18]#[N:19].[CH3:20][O:21][C:22]([CH3:23])([CH3:24])[CH3:25].[Cl:1][CH2:2][C:3](=[O:4])[N:5]1[CH2:6][CH2:7][CH2:8][CH2:9]1>>[CH2:2]([C:3](=[O:4])[N:5]1[CH2:6][CH2:7][CH2:8][CH2:9]1)[n:13]1[c:12]([CH3:16])[n+:11]([CH3:10])[cH:15][cH:14]1.[Cl-:1]. Product: Cc1n(CC(=O)N2CCCC2)cc[n+]1C, [Cl-]. Starting materials: ClC=1C=CC(=C(C(=O)NC2=NC=C(N=C2)C2=CC(=C(C=C2)C)C)C1)[N+](=O)[O-] (5-chloro-N-(5-(3,4-dimethylphenyl)pyrazin-2-yl)-2-nitrobenzamide), N1CCCCC1 (piperidine), C([O-])([O-])=O.[K+].[K+] (potassium carbonate). Solvent: CN(C=O)C (N,N-dimethylformamide). Reaction conditions: temperature 85 celsius, time 8 hour. The product is CC=1C=C(C=CC1C)C=1N=CC(=NC1)NC(C1=C(C=CC(=C1)N1CCCCC1)[N+](=O)[O-])=O (N-(5-(3,4-dimethylphenyl)pyrazin-2-yl)-2-nitro-5-(piperidin-1-yl)-benzamide). Reaction SMILES: Cl[C:2]1[CH:3]=[CH:4][C:5]([N+:25]([O-:27])=[O:26])=[C:6]([CH:24]=1)[C:7]([NH:9][C:10]1[CH:15]=[N:14][C:13]([C:16]2[CH:21]=[CH:20][C:19]([CH3:22])=[C:18]([CH3:23])[CH:17]=2)=[CH:12][N:11]=1)=[O:8].[NH:28]1[CH2:33][CH2:32][CH2:31][CH2:30][CH2:29]1.C(=O)([O-])[O-].[K+].[K+]>CN(C)C=O>[CH3:23][C:18]1[CH:17]=[C:16]([C:13]2[N:14]=[CH:15][C:10]([NH:9][C:7](=[O:8])[C:6]3[CH:24]=[C:2]([N:28]4[CH2:33][CH2:32][CH2:31][CH2:30][CH2:29]4)[CH:3]=[CH:4][C:5]=3[N+:25]([O-:27])=[O:26])=[N:11][CH:12]=2)[CH:21]=[CH:20][C:19]=1[CH3:22] |f:2.3.4|. Procedure: Into a 250-mL round bottom flask, was placed a solution of 5-chloro-N-(5-(3,4-dimethylphenyl)pyrazin-2-yl)-2-nitrobenzamide (3.66 g, 9.56 mmol, 1.00 equiv) in N,N-dimethylformamide (80 mL), piperidine (3.8 g, 44.71 mmol, 4.70 equiv), and potassium carbonate (3.96 g, 28.70 mmol, 3.00 equiv). The resulting solution was stirred for about 8 h at 85° C. in an oil bath. The reaction was then quenched with 450 mL of water. The resulting solution was extracted with 3×300 mL of ethyl acetate and the orga... Starting materials: Cl.C1(CCCCC1)CNCCC1=CC(=C(C(=O)OC)C=C1)C1=C(C=CC=C1)C (Methyl 4-(N-(cyclohexylmethyl)aminoethyl)-2-(2-methylphenyl)benzoate hydrochloride), [Li+].[OH-] (LiOH), N[C@@H](CCSC)C(=O)OC.Cl (Met-OMe.HCl), CCN=C=NCCCN(C)C (EDAC), C=1C=CC2=C(C1)N=NN2O (HOBt), TEA. Solvent: CO (methanol), CCOC(=O)C (EtOAc), CN(C)C=O (DMF). Yields the product COC([C@@H](NC(C1=C(C=C(C=C1)CCNCC1CCCCC1)C1=C(C=CC=C1)C)=O)CCSC)=O (4-(N-(cyclohexylmethyl)aminoethyl)-2-(2-methylphenyl)benzoyl methionine methyl ester). Yield: 91.2%. RXN SMILES: Cl.[CH:2]1([CH2:8][NH:9][CH2:10][CH2:11][C:12]2[CH:21]=[CH:20][C:15]([C:16](OC)=[O:17])=[C:14]([C:22]3[CH:27]=[CH:26][CH:25]=[CH:24][C:23]=3[CH3:28])[CH:13]=2)[CH2:7][CH2:6][CH2:5][CH2:4][CH2:3]1.[Li+].[OH-].[NH2:31][C@H:32]([C:37]([O:39][CH3:40])=[O:38])[CH2:33][CH2:34][S:35][CH3:36].Cl.CCN=C=NCCCN(C)C.C1C=CC2N(O)N=NC=2C=1>CO.CN(C=O)C.CCOC(C)=O>[CH3:40][O:39][C:37](=[O:38])[C@H:32]([CH2:33][CH2:34][S:35][CH3:36])[NH:31][C:16](=[O:17])[C:15]1[CH:20]=[CH:21][C:12]([CH2:11][CH2:10][NH:9][CH2:8][CH:2]2[CH2:7][CH2:6][CH2:5][CH2:4][CH2:3]2)=[CH:13][C:14]=1[C:22]1[CH:27]=[CH:26][CH:25]=[CH:24][C:23]=1[CH3:28] |f:0.1,2.3,4.5|. Procedure: Methyl 4-(N-(cyclohexylmethyl)aminoethyl)-2-(2-methylphenyl)benzoate hydrochloride (1.33 g, 3.31 mmol) was treated with sat. LiOH (1.3 mL, 6.95 mmol) in 50 mL methanol at 60° C. until no starting material remained by tlc. The solution was evaporated to dryness and treated with Met-OMe.HCl (0.99 g, 4.96 mmol), EDAC (1.26 g, 6.6 mmol), HOBt (1.5 g, 9.9 mmol), and TEA (to pH 6˜7) in 25 mL DMF. Standard aqueous workup followed by flash chromatography (100% EtOAc) provided 1.5 g of the title compound...